From a dataset of the Open Reaction Database (ORD), a public repository of structured organic reaction records. describe an organic reaction: reactants, conditions, products, and yield Starting materials: CC(C)OC1=C(C#N)C=C(C=C1)B1OC(C(O1)(C)C)(C)C (2-[(1-methylethyl)oxy]-5-(4,4,5,5-tetramethyl-1,3,2-dioxaborolan-2-yl)benzonitrile), BrC=1SC=CN1 (2-bromo-1,3-thiazole), C([O-])([O-])=O.[Cs+].[Cs+] (cesium carbonate), O (water). Reagents/catalysts: C1=CC=C(C=C1)P([C-]2C=CC=C2)C3=CC=CC=C3.C1=CC=C(C=C1)P([C-]2C=CC=C2)C3=CC=CC=C3.Cl[Pd]Cl.[Fe+2].C(Cl)Cl (PdCl2(dppf) CH2Cl2). Run in C(C)#N (acetonitrile), C(C)(=O)OCC (ethyl acetate). Run at temperature 120 celsius. Yields the product CC(C)OC1=C(C#N)C=C(C=C1)C=1SC=CN1 (2-[(1-methylethyl)oxy]-5-(1,3-thiazol-2-yl)benzonitrile). Yield: 53.9%. Reaction SMILES: [CH3:1][CH:2]([O:4][C:5]1[CH:12]=[CH:11][C:10](B2OC(C)(C)C(C)(C)O2)=[CH:9][C:6]=1[C:7]#[N:8])[CH3:3].Br[C:23]1[S:24][CH:25]=[CH:26][N:27]=1.C(=O)([O-])[O-].[Cs+].[Cs+].O>C(#N)C.C(OCC)(=O)C.C1C=CC(P(C2C=CC=CC=2)[C-]2C=CC=C2)=CC=1.C1C=CC(P(C2C=CC=CC=2)[C-]2C=CC=C2)=CC=1.Cl[Pd]Cl.[Fe+2].C(Cl)Cl>[CH3:3][CH:2]([O:4][C:5]1[CH:12]=[CH:11][C:10]([C:23]2[S:24][CH:25]=[CH:26][N:27]=2)=[CH:9][C:6]=1[C:7]#[N:8])[CH3:1] |f:2.3.4,8.9.10.11.12|. Reported procedure: To a suspension of 2-[(1-methylethyl)oxy]-5-(4,4,5,5-tetramethyl-1,3,2-dioxaborolan-2-yl)benzonitrile (D39) (109 mg), 2-bromo-1,3-thiazole (93 mg) and cesium carbonate (148 mg) in acetonitrile (3 mL)/water (0.750 mL) stirred under nitrogen was added PdCl2(dppf)-CH2Cl2 adduct (31.0 mg). The reaction vessel was sealed and heated under microwave at 120° C. for 1 h. After cooling the reaction, the reaction mixture was diluted with ethyl acetate, filtered through celite. The filtrate was partitioned ... The reactants are ice, C[Mg]Br (methylmagnesium bromide), [Cl-].[NH4+] (ammonium chloride), C(C1=CC=CC=C1)OC1=CC=2C[C@H]([C@H]3[C@@H]4C=CC([C@@]4(C)CC[C@@H]3C2C=C1)=O)CCCCCO (3-benzyloxy-7α-(5-hydroxypentyl)-estra-1,3,5(10),15-tetraen-17-one). Reagents/catalysts: [Cu]I (copper(I) iodide). The solvent is O1CCCC1 (tetrahydrofuran), C(C)(=O)OCC (ethyl acetate), O1CCCC1 (tetrahydrofuran). Reaction conditions: temperature 0 celsius, time 30 minute. The product is C(C1=CC=CC=C1)OC1=CC=2C[C@H]([C@H]3[C@@H]4[C@@H](CC([C@@]4(C)CC[C@@H]3C2C=C1)=O)C)CCCCCO (3-benzyloxy-7α-(5-hydroxypentyl)-15β-methyl-estra-1,3,5(10)-trien-17-one). As a reaction SMILES: [CH3:1][Mg]Br.[CH2:4]([O:11][C:12]1[CH:29]=[CH:28][C:27]2[C@@H:26]3[C@H:17]([C@H:18]4[C@@:22]([CH2:24][CH2:25]3)([CH3:23])[C:21](=[O:30])[CH:20]=[CH:19]4)[C@H:16]([CH2:31][CH2:32][CH2:33][CH2:34][CH2:35][OH:36])[CH2:15][C:14]=2[CH:13]=1)[C:5]1[CH:10]=[CH:9][CH:8]=[CH:7][CH:6]=1.[Cl-].[NH4+]>O1CCCC1.C(OCC)(=O)C.[Cu]I>[CH2:4]([O:11][C:12]1[CH:29]=[CH:28][C:27]2[C@@H:26]3[C@H:17]([C@H:18]4[C@@:22]([CH2:24][CH2:25]3)([CH3:23])[C:21](=[O:30])[CH2:20][C@H:19]4[CH3:1])[C@H:16]([CH2:31][CH2:32][CH2:33][CH2:34][CH2:35][OH:36])[CH2:15][C:14]=2[CH:13]=1)[C:5]1[CH:6]=[CH:7][CH:8]=[CH:9][CH:10]=1 |f:2.3|. Reported procedure: 5.35 g of copper(I) iodide is added to an ice-cooled solution of 11.9 ml of a 3-molar methylmagnesium bromide solution in 68 ml of tetrahydrofuran under a nitrogen stream. Then, a solution of 4.26 g of 3-benzyloxy-7α-(5-hydroxypentyl)-estra-1,3,5(10),15-tetraen-17-one (see Example 6b) in 50 ml of tetrahydrofuran is added in drops and stirred for 30 minutes at a bath temperature of 0° C. Then, the excess reagent is decomposed with saturated ammonium chloride solution, diluted with ethyl acetate, ... The yield is 43.0%. The product is O1CCOC2=C1C=CC=C2CC(=O)O (2-(1,4-benzodioxan-5-yl)acetic acid). Procedure: To a solution of 5-hydroxymethyl-1,4-benzodioxan (8.0 g, 48 mmol) in dichloromethane (200 mL) was added two droplets of N,N-dimethylformamide and thionyl chloride (5.0 mL, 68 mmol) at room temperature. After the resulting solution was boiled under reflux for 1 h and subsequently cooled to room temperature water (100 mL) was added. The phases were separated and the organic phase was dried (MgSO4) and the solvents evaporated in vacuo. A solution of the remaining oil (8.5 g, 46 mmol) was added to a... Starting materials: oil, [OH-].[Na+] (sodium hydroxide), C(C)O (ethanol), OCC1=CC=CC=2OCCOC21 (5-hydroxymethyl-1,4-benzodioxan), S(=O)(Cl)Cl (thionyl chloride), oil, [C-]#N.[Na+] (sodium cyanide). Run in O (water), O (water), ClCCl (dichloromethane), CN(C=O)C (N,N-dimethylformamide), CN(C=O)C (N,N-dimethylformamide). Run at time 16 hour. RXN SMILES: O[CH2:2][C:3]1[C:12]2[O:11][CH2:10][CH2:9][O:8][C:7]=2[CH:6]=[CH:5][CH:4]=1.S(Cl)(Cl)=O.[C-]#N.[Na+].[OH-:20].[Na+].[CH2:22]([OH:24])C>ClCCl.O.CN(C)C=O>[O:8]1[C:7]2[CH:6]=[CH:5][CH:4]=[C:3]([CH2:2][C:22]([OH:24])=[O:20])[C:12]=2[O:11][CH2:10][CH2:9]1 |f:2.3,4.5|. Reactants: CC(C)(C)OC(=O)N1CCC(C(=O)c2cc(Br)c3c(N)ncnn23)CC1, CC1(C)OB(c2ccc3cn(Cc4ccccc4)nc3c2)OC1(C)C, CCO, [Na+], [Na+], O=C([O-])[O-], C1COCCO1. Product: CC(C)(C)OC(=O)N1CCC(C(=O)c2cc(-c3ccc4cn(Cc5ccccc5)nc4c3)c3c(N)ncnn23)CC1. As a reaction SMILES: [C:1]([CH3:2])([CH3:3])([CH3:4])[O:5][C:6](=[O:7])[N:8]1[CH2:9][CH2:10][CH:11]([C:14](=[O:15])[c:16]2[cH:17][c:18]([Br:26])[c:19]3[c:20]([NH2:25])[n:21][cH:22][n:23][n:24]23)[CH2:12][CH2:13]1.[CH2:27]([c:28]1[cH:29][cH:30][cH:31][cH:32][cH:33]1)[n:34]1[n:35][c:36]2[cH:37][c:38]([B:43]3[O:44][C:45]([CH3:46])([CH3:47])[C:48]([CH3:49])([CH3:50])[O:51]3)[cH:39][cH:40][c:41]2[cH:42]1.[CH2:58]([OH:59])[CH3:60].[Na+:52].[Na+:53].[O-:54][C:55](=[O:56])[O-:57].[O:61]1[CH2:62][CH2:63][O:64][CH2:65][CH2:66]1>>[C:1]([CH3:2])([CH3:3])([CH3:4])[O:5][C:6](=[O:7])[N:8]1[CH2:9][CH2:10][CH:11]([C:14](=[O:15])[c:16]2[cH:17][c:18](-[c:38]3[cH:37][c:36]4[n:35][n:34]([CH2:27][c:28]5[cH:29][cH:30][cH:31][cH:32][cH:33]5)[cH:42][c:41]4[cH:40][cH:39]3)[c:19]3[c:20]([NH2:25])[n:21][cH:22][n:23][n:24]23)[CH2:12][CH2:13]1. Starting materials: COc1cc2ncnc(Nc3cccc(Br)c3)c2cc1OCCN(CC(=O)OC(C)(C)C)CC(C)O, CS(=O)(=O)O, CC#N, CCOC(C)=O. Yields the product COc1cc2ncnc(Nc3cccc(Br)c3)c2cc1OCCN1CC(=O)OC(C)C1. RXN SMILES: [Br:6][c:7]1[cH:8][c:9]([NH:13][c:14]2[n:15][cH:16][n:17][c:18]3[cH:19][c:20]([O:40][CH3:41])[c:21]([O:24][CH2:25][CH2:26][N:27]([CH2:28][CH:31]([OH:38])[CH3:39])[CH2:32][C:33](=[O:34])[O:35][C:36]([CH3:29])([CH3:30])[CH3:37])[cH:22][c:23]23)[cH:10][cH:11][cH:12]1.[CH3:1][S:2](=[O:3])(=[O:4])[OH:5].[CH3:42][C:43]#[N:44].[CH3:45][CH2:46][O:47][C:48](=[O:49])[CH3:50]>>[Br:6][c:7]1[cH:8][c:9]([NH:13][c:14]2[n:15][cH:16][n:17][c:18]3[cH:19][c:20]([O:40][CH3:41])[c:21]([O:24][CH2:25][CH2:26][N:27]4[CH2:28][CH:36]([CH3:37])[O:35][C:33](=[O:34])[CH2:32]4)[cH:22][c:23]23)[cH:10][cH:11][cH:12]1. Starting materials: [Br-], CCOC(C)=O, CCOCC, [Mg+]C1CC1, O=Cc1c(F)cc(Cl)cc1F, Cl, C1CCOC1. The product is OC(c1c(F)cc(Cl)cc1F)C1CC1. As a reaction SMILES: [Br-:12].[CH3:18][CH2:19][O:20][C:21](=[O:22])[CH3:23].[CH3:24][CH2:25][O:26][CH2:27][CH3:28].[CH:13]1([Mg+:16])[CH2:14][CH2:15]1.[Cl:1][c:2]1[cH:3][c:4]([F:11])[c:5]([CH:6]=[O:7])[c:8]([F:10])[cH:9]1.[ClH:17].[O:29]1[CH2:30][CH2:31][CH2:32][CH2:33]1>>[Cl:1][c:2]1[cH:3][c:4]([F:11])[c:5]([CH:6]([OH:7])[CH:13]2[CH2:14][CH2:15]2)[c:8]([F:10])[cH:9]1.